Dataset: the Open Reaction Database (ORD), a public repository of structured organic reaction records. Task: describe an organic reaction: reactants, conditions, products, and yield Yields the product CC(C)Oc1nc(N)nc(-c2ccc3c(c2)OCO3)c1C#N. Starting materials: CC(C)[O-], CC(C)O, CS(=O)(=O)c1nc(N)nc(-c2ccc3c(c2)OCO3)c1C#N, [Na+]. RXN SMILES: [CH3:23][CH:24]([O-:25])[CH3:26].[CH:28]([OH:29])([CH3:30])[CH3:31].[NH2:1][c:2]1[n:3][c:4]([S:19]([CH3:20])(=[O:21])=[O:22])[c:5]([C:17]#[N:18])[c:6](-[c:8]2[cH:9][c:10]3[c:11]([cH:15][cH:16]2)[O:12][CH2:13][O:14]3)[n:7]1.[Na+:27]>>[NH2:1][c:2]1[n:3][c:4]([O:25][CH:24]([CH3:23])[CH3:26])[c:5]([C:17]#[N:18])[c:6](-[c:8]2[cH:9][c:10]3[c:11]([cH:15][cH:16]2)[O:12][CH2:13][O:14]3)[n:7]1. Starting materials: OC1CCN(Cc2ccccc2)C1, C1CCOC1, CCCC[N+](CCCC)(CCCC)CCCC, [F-], O, Cc1ccc(S(=O)(=O)O)cc1. The product is FC1CCN(Cc2ccccc2)C1. RXN SMILES: [CH2:12]([c:13]1[cH:14][cH:15][cH:16][cH:17][cH:18]1)[N:19]1[CH2:20][CH:21]([OH:24])[CH2:22][CH2:23]1.[CH2:44]1[O:45][CH2:46][CH2:47][CH2:48]1.[CH3:26][CH2:27][CH2:28][CH2:29][N+:30]([CH2:31][CH2:32][CH2:33][CH3:34])([CH2:35][CH2:36][CH2:37][CH3:38])[CH2:39][CH2:40][CH2:41][CH3:42].[F-:25].[OH2:43].[OH:1][S:2]([c:3]1[cH:4][cH:5][c:6]([CH3:7])[cH:8][cH:9]1)(=[O:10])=[O:11]>>[CH2:12]([c:13]1[cH:14][cH:15][cH:16][cH:17][cH:18]1)[N:19]1[CH2:20][CH:21]([F:25])[CH2:22][CH2:23]1. The reactants are ClC=1C=C(C(C(=O)OC)=CC1)O (methyl 4-chlorosalicylate), S(O)(O)(=O)=O (sulfuric acid), [N+](=O)(O)[O-] (nitric acid). Run at temperature 0 celsius, time 1 hour. The product is ClC=1C(=C(C(C(=O)OC)=CC1)O)[N+](=O)[O-] (methyl 4-chloro-3-nitrosalicylate). The yield is 52.0%. RXN SMILES: [Cl:1][C:2]1[CH:3]=[C:4]([OH:12])[C:5](=[CH:10][CH:11]=1)[C:6]([O:8][CH3:9])=[O:7].S(=O)(=O)(O)O.[N+:18]([O-])([OH:20])=[O:19]>>[Cl:1][C:2]1[C:3]([N+:18]([O-:20])=[O:19])=[C:4]([OH:12])[C:5](=[CH:10][CH:11]=1)[C:6]([O:8][CH3:9])=[O:7]. Reported procedure: A 250-mL single-neck round bottomed flask equipped with a magnetic stirrer was charged with methyl 4-chlorosalicylate (25.0 g, 134 mmol) followed by concentrated sulfuric acid (73 mL) and the resulting suspension cooled to 0° C. using an ice bath. Concentrated nitric acid (6.20 mL, 147 mmol) was then added and the reaction stirred for 1 h at 0° C. After this time, the reaction was poured into ice and the resulting precipitate collected by vacuum filtration. The filter cake was washed with water ... Starting materials: [N+](=O)([O-])C1=C(C(=CC=C1)Cl)C1=CC=CC=C1 (2-nitro-6-chlorobiphenyl), P(OCC)(OCC)OCC (triethyl phosphite). Run at temperature 140 celsius. The product is ClC1=CC=CC=2NC3=CC=CC=C3C12 (4-chlorocarbazole). Isolated yield 36.4%. Reaction SMILES: [N+:1]([C:4]1[CH:9]=[CH:8][CH:7]=[C:6]([Cl:10])[C:5]=1[C:11]1[CH:16]=[CH:15][CH:14]=[CH:13][CH:12]=1)([O-])=O.P(OCC)(OCC)OCC>>[Cl:10][C:6]1[C:5]2[C:11]3[C:16](=[CH:15][CH:14]=[CH:13][CH:12]=3)[NH:1][C:4]=2[CH:9]=[CH:8][CH:7]=1. Procedure details: In a stream of nitrogen, a 500 mL egg-plant flask was charged with 60.0 g (257.4 mmol) of 2-nitro-6-chlorobiphenyl, obtained in Synthesis Example 1. The content was heated to 140° C., and 106 g of triethyl phosphite was dropwise added over 2 hours. After the dropwise addition, the content was further heated at 140° C. for 2 hours. Then triethyl phosphite was distilled off under reduced pressure. Toluene was added to the residue, and the thus-deposited solid was filtered. The thus-obtained crude ... Conditions: time 8 hour. Reported procedure: A mixture of (2R,5S)-2,5-dihydro-3,6-dimethoxy-2-isopropyl-5-(3,5-dimethyl-4-isoxazolylmethyl)pyrazine (2 g, 6.8 mmol), 1.0M HCl (13.6 ml, 13.6 mmol) and dioxane (13.6 ml) was stirred at ambient temperature overnight under N2. Dioxane was removed under reduced pressure and the water phase extracted with diethyl ether (20 ml). Aqueous ammonia was added to the water phase until pH 9, extracted with CHCl3 (3×30 ml), dried (MgSO4) and the solvent removed under reduced pressure. The valine methyl est... As a reaction SMILES: COC1[C@@H](C(C)C)N=[C:6]([O:17][CH3:18])[C@H:7]([CH2:9][C:10]2[C:11]([CH3:16])=[N:12][O:13][C:14]=2[CH3:15])[N:8]=1.Cl.[O:23]1CCOCC1>>[NH2:8][C@@H:7]([CH2:9][C:10]1[C:11]([CH3:16])=[N:12][O:13][C:14]=1[CH3:15])[C:6]([O:17][CH3:18])=[O:23]. Reactants: COC=1[C@H](N=C([C@@H](N1)CC=1C(=NOC1C)C)OC)C(C)C ((2R,5S)-2,5-dihydro-3,6-dimethoxy-2-isopropyl-5-(3,5-dimethyl-4-isoxazolylmethyl)pyrazine), Cl (HCl), O1CCOCC1 (dioxane). Product: N[C@H](C(=O)OC)CC=1C(=NOC1C)C (Methyl (S)-2-amino-3-(3,5-dimethyl-4-isoxazolyl)propionate).